From a dataset of the Open Reaction Database (ORD), a public repository of structured organic reaction records. describe an organic reaction: reactants, conditions, products, and yield Starting materials: C(C)(C)(C)NS(=O)(=O)CC(C1=CC=C(C=C1)F)N (N-(tert-Butyl)-2-amino-2-(4-fluorophenyl)ethanesulfonamide), FC1=C(OC=2OC(C(S(N2)(=O)=O)(C)C)(C)C)C(=CC=C1)F (2-(2,6-difluorophenoxy)-5,5,6,6-tetramethyl-5,6-dihydro-1,4,3-oxathiazine 4,4-dioxide), C(C)(C)N(C(C)C)CC (N,N-diisopropylethylamine). Solvent: C(C)(=O)OCC (ethyl acetate), ClCCl (dichloromethane). Reaction conditions: time 5 hour. Product: FC1=CC=C(C=C1)C(CS(=O)(=O)N)NC=1OC(C(S(N1)(=O)=O)(C)C)(C)C (2-(4-Fluorophenyl)-2-(5,5,6,6-tetramethyl-4,4-dioxo-5,6-dihydro-4H-4lambda6-[1,4,3]oxathiazin-2-ylamino)ethanesulfonamide). Isolated yield 34.9%. Reaction SMILES: C([NH:5][S:6]([CH2:9][CH:10]([NH2:18])[C:11]1[CH:16]=[CH:15][C:14]([F:17])=[CH:13][CH:12]=1)(=[O:8])=[O:7])(C)(C)C.FC1C=CC=C(F)C=1O[C:23]1[O:24][C:25]([CH3:34])([CH3:33])[C:26]([CH3:32])([CH3:31])[S:27](=[O:30])(=[O:29])[N:28]=1.C(N(CC)C(C)C)(C)C>ClCCl.C(OCC)(=O)C>[F:17][C:14]1[CH:13]=[CH:12][C:11]([CH:10]([NH:18][C:23]2[O:24][C:25]([CH3:34])([CH3:33])[C:26]([CH3:32])([CH3:31])[S:27](=[O:30])(=[O:29])[N:28]=2)[CH2:9][S:6]([NH2:5])(=[O:7])=[O:8])=[CH:16][CH:15]=1. Procedure details: 50 mg of N-(tert-Butyl)-2-amino-2-(4-fluorophenyl)ethanesulfonamide enantiomer 1 and 58 mg of 2-(2,6-difluorophenoxy)-5,5,6,6-tetramethyl-5,6-dihydro-1,4,3-oxathiazine 4,4-dioxide were dissolved in 1 ml of dichloromethane, and the mixture was stirred at room temperature for 5 hours. The completeness of the conversion was checked by LCMS. Since no conversion had taken place yet, 60 μl of N,N-diisopropylethylamine were added and the mixture was stirred at room temperature overnight. The reaction s... The reactants are [Al+3], O=C(c1ccccc1)N1CCc2[nH]c3cccc(Oc4ccccc4)c3c2CC1, [H-], [H-], [H-], [H-], [Li+], C1CCOC1. The product is c1ccc(CN2CCc3[nH]c4cccc(Oc5ccccc5)c4c3CC2)cc1. As a reaction SMILES: [Al+3:31].[C:1]([c:2]1[cH:3][cH:4][cH:5][cH:6][cH:7]1)(=[O:8])[N:9]1[CH2:10][CH2:11][c:12]2[nH:13][c:14]3[cH:15][cH:16][cH:17][c:18]([O:23][c:24]4[cH:25][cH:26][cH:27][cH:28][cH:29]4)[c:19]3[c:20]2[CH2:21][CH2:22]1.[H-:30].[H-:33].[H-:34].[H-:35].[Li+:32].[O:36]1[CH2:37][CH2:38][CH2:39][CH2:40]1>>[CH2:1]([c:2]1[cH:3][cH:4][cH:5][cH:6][cH:7]1)[N:9]1[CH2:10][CH2:11][c:12]2[nH:13][c:14]3[cH:15][cH:16][cH:17][c:18]([O:23][c:24]4[cH:25][cH:26][cH:27][cH:28][cH:29]4)[c:19]3[c:20]2[CH2:21][CH2:22]1. Starting materials: C(C)(C)OC(C)C (isopropyl ether), CC=1N(C(=C(C(C1C(=O)OCOC(C(C)(C)C)=O)C1=CC=CC=C1)C(=O)OCOC(C(C)(C)C)=O)C)COC (bis(pivaloyloxymethyl) 1,4-dihydro-2,6-dimethyl-1-methoxymethyl-4-phenyl-3,5-pyridinedicarboxylate). The solvent is O (water). Run at temperature 25 celsius, time 5 hour. The product is CC=1N(C(=C(C(C1C(=O)O)C1=CC=CC=C1)C(=O)OCOC(C(C)(C)C)=O)C)COC ((+)-1,4-dihydro-2,6-dimethyl -1-methoxymethyl-4-phenyl-5-pivaloyloxymethoxycarbonyl-3-pyridinecarboxylic acid). Yield: 76.1%. As a reaction SMILES: C(OC(C)C)(C)C.[CH3:8][C:9]1[N:10]([CH2:44][O:45][CH3:46])[C:11]([CH3:43])=[C:12]([C:32]([O:34]COC(=O)C(C)(C)C)=[O:33])[CH:13]([C:26]2[CH:31]=[CH:30][CH:29]=[CH:28][CH:27]=2)[C:14]=1[C:15]([O:17][CH2:18][O:19][C:20](=[O:25])[C:21]([CH3:24])([CH3:23])[CH3:22])=[O:16]>O>[CH3:43][C:11]1[N:10]([CH2:44][O:45][CH3:46])[C:9]([CH3:8])=[C:14]([C:15]([O:17][CH2:18][O:19][C:20](=[O:25])[C:21]([CH3:22])([CH3:23])[CH3:24])=[O:16])[CH:13]([C:26]2[CH:31]=[CH:30][CH:29]=[CH:28][CH:27]=2)[C:12]=1[C:32]([OH:34])=[O:33]. Procedure: To 20 ml of isopropyl ether saturated with water were added 545 mg of bis(pivaloyloxymethyl) 1,4-dihydro-2,6-dimethyl-1-methoxymethyl-4-phenyl-3,5-pyridinedicarboxylate obtained in Example 10 and 100 mg of Lipase B, and the system was stirred at 25 ° C. for 5 hours. Any insoluble matter was removed by filtration and washed with dichloromethane. The filtrate was concentrated under reduced pressure. The residue was subjected to silica gel column chromatography (ethyl acetate/hexane=1/1) to obtain ... Starting materials: C(C)(C)(C)OC(=O)N1CCN(CC1)C1CCS(CC1)(=O)=O (4-(1,1-dioxo-tetrahydro-2H-thiopyran-4-yl)-piperazine-1-carboxylic acid tert-butyl ester), Cl (hydrochloric acid), O1CCOCC1 (1,4-dioxane). Solvent: CO (methanol), C(C)(=O)OCC (ethyl acetate), CO (methanol). Yields the product Cl.Cl.O=S1(CCC(CC1)N1CCNCC1)=O (1-(1,1-dioxo-tetrahydro-2H-thiopyran-4-yl)-piperazine dihydrochloride). The yield is 99.5%. As a reaction SMILES: C(OC([N:8]1[CH2:13][CH2:12][N:11]([CH:14]2[CH2:19][CH2:18][S:17](=[O:21])(=[O:20])[CH2:16][CH2:15]2)[CH2:10][CH2:9]1)=O)(C)(C)C.[ClH:22].O1CCOCC1>CO.C(OCC)(=O)C>[ClH:22].[ClH:22].[O:21]=[S:17]1(=[O:20])[CH2:16][CH2:15][CH:14]([N:11]2[CH2:12][CH2:13][NH:8][CH2:9][CH2:10]2)[CH2:19][CH2:18]1 |f:5.6.7|. Procedure: To a stirred solution of 4-(1,1-dioxo-tetrahydro-2H-thiopyran-4-yl)-piperazine-1-carboxylic acid tert-butyl ester (8.02 g, 25 mmol) in methanol at 45° C. (150 mL) was added 4 N hydrochloric acid in 1,4-dioxane (100 mmol, 25 mL, Aldrich). The mixture was stirred at 45° C. for 7 h until thin layer chromatography (5% methanol in ethyl acetate) indicated that the reaction was complete. The solvent was removed under reduced pressure to give 1-(1,1-dioxo-tetrahydro-2H-thiopyran-4-yl)-piperazine dihydr... The reactants are Nc1cccc(Br)c1, Cc1cn(C)c2c(Cl)ncc(C(=O)N3CCOCC3)c12. Product: Cc1cn(C)c2c(Nc3cccc(Br)c3)ncc(C(=O)N3CCOCC3)c12. RXN SMILES: [Br:21][c:22]1[cH:23][c:24]([NH2:25])[cH:26][cH:27][cH:28]1.[Cl:1][c:2]1[n:3][cH:4][c:5]([C:13](=[O:14])[N:15]2[CH2:16][CH2:17][O:18][CH2:19][CH2:20]2)[c:6]2[c:7]1[n:8]([CH3:12])[cH:9][c:10]2[CH3:11]>>[c:2]1([NH:25][c:24]2[cH:23][c:22]([Br:21])[cH:28][cH:27][cH:26]2)[n:3][cH:4][c:5]([C:13](=[O:14])[N:15]2[CH2:16][CH2:17][O:18][CH2:19][CH2:20]2)[c:6]2[c:7]1[n:8]([CH3:12])[cH:9][c:10]2[CH3:11]. Starting materials: N(=[N+]=[N-])C[C@@H]1OC2=C(C=C(C=C2CC1)F)C1=C(C=CC=C1)OC ((R)-2-(azidomethyl)-6-fluoro-8-(2-methoxyphenyl)-chroman), C1(=CC=CC=C1)P(C1=CC=CC=C1)C1=CC=CC=C1 (triphenylphosphine), CO (methanol). Solvent: O1CCCC1 (tetrahydrofuran), O (water), C(C)C(Cl)Cl (ethyl methylene chloride), [NH4+].[OH-] (NH4OH). Conditions: time 24 hour. Yields the product FC=1C=C2CC[C@@H](OC2=C(C1)C1=C(C=CC=C1)OC)CN ([(R)-6-fluoro-8-(2-methoxyphenyl)-3,4-dihydro-2H-chromen-2-yl]methanamine). RXN SMILES: [N:1]([CH2:4][C@H:5]1[CH2:14][CH2:13][C:12]2[C:7](=[C:8]([C:16]3[CH:21]=[CH:20][CH:19]=[CH:18][C:17]=3[O:22][CH3:23])[CH:9]=[C:10]([F:15])[CH:11]=2)[O:6]1)=[N+]=[N-].C1(P(C2C=CC=CC=2)C2C=CC=CC=2)C=CC=CC=1.CO>O1CCCC1.O.C(C(Cl)Cl)C.[NH4+].[OH-]>[F:15][C:10]1[CH:11]=[C:12]2[C:7](=[C:8]([C:16]3[CH:21]=[CH:20][CH:19]=[CH:18][C:17]=3[O:22][CH3:23])[CH:9]=1)[O:6][C@@H:5]([CH2:4][NH2:1])[CH2:14][CH2:13]2 |f:6.7|. Procedure details: To a solution of (R)-2-(azidomethyl)-6-fluoro-8-(2-methoxyphenyl)-chroman (210 mg, 0.67 mmol) in tetrahydrofuran (15 mL) and water (0.5 mL) was added triphenylphosphine (0.21 g, 0.80 mmol) and the reaction mixture stirred at room temperature for 24 hours. Chromatography with 0–10% methanol in ethyl methylene chloride plus 1% NH4OH afforded [(R)-6-fluoro-8-(2-methoxyphenyl)-3,4-dihydro-2H-chromen-2-yl]methanamine as a colorless oil. The oil was dissolved in ethyl acetate and made into its hydroch... The reactants are C1(CCCCC1)C(=O)Cl (cyclohexanecarbonyl chloride), ClC1=CC=C(C=C1)CCN ([2-(4-chlorophenyl)ethyl]amine). Run in CCOC(=O)C (EtOAc), mixed solution, CCOC(=O)C (EtOAc). Run at time 1.5 hour. Yields the product ClC1=CC=C(C=C1)CCNC(=O)C1CCCCC1 (N-[2-(4-chlorophenyl)ethyl]cyclohexanecarboxamide). Reaction SMILES: [Cl:1][C:2]1[CH:7]=[CH:6][C:5]([CH2:8][CH2:9][NH2:10])=[CH:4][CH:3]=1.[CH:11]1([C:17](Cl)=[O:18])[CH2:16][CH2:15][CH2:14][CH2:13][CH2:12]1>CCOC(C)=O>[Cl:1][C:2]1[CH:7]=[CH:6][C:5]([CH2:8][CH2:9][NH:10][C:17]([CH:11]2[CH2:16][CH2:15][CH2:14][CH2:13][CH2:12]2)=[O:18])=[CH:4][CH:3]=1. Procedure details: [2-(4-chlorophenyl)ethyl]amine (3.5 g) was dissolved in a 1:2 mixed solution (45 mL) of EtOAc-saturated aqueous sodium bicarbonate. A solution of cyclohexanecarbonyl chloride (3.35 mL) in EtOAc (18 mL) was added dropwise to the reaction liquid over 5 minutes. After stirring for 1.5 hours, the reaction liquid was extracted with EtOAc, washed with an aqueous 1 M sodium hydroxide solution and water, and dried over magnesium sulfate. The solvent was evaporated and the resulting residue was dried to ... Reported procedure: The mixture of 3.0 g of 2-(p-methoxyphenyl)-pyrazolo-[4,3-c]quinolin-3(5H)-one and 260 ml of 48% hydrobromic acid is refluxed for 1 hour and concentrated to about 50 ml. The concentrate is cooled to room temperature, the precipitate collected, washed with methanol and diethyl ether, and dissolved in diluted aqueous sodium hydroxide. The solution is washed with diethyl ether, then its pH adjusted to 8.5 by addition of ammonium chloride, precipitating a solid which is collected, washed with methan... Run in Br (hydrobromic acid). Yields the product OC1=CC=C(C=C1)N1N=C2C(=CNC=3C=CC=CC23)C1=O (2-(p-hydroxyphenyl)-pyrazolo[4,3-c]quinolin-3(5H)-one). Reactants: COC1=CC=C(C=C1)N1N=C2C(=CNC=3C=CC=CC23)C1=O (2-(p-methoxyphenyl)-pyrazolo-[4,3-c]quinolin-3(5H)-one). Reaction SMILES: C[O:2][C:3]1[CH:8]=[CH:7][C:6]([N:9]2[C:21](=[O:22])[C:12]3=[CH:13][NH:14][C:15]4[CH:16]=[CH:17][CH:18]=[CH:19][C:20]=4[C:11]3=[N:10]2)=[CH:5][CH:4]=1>Br>[OH:2][C:3]1[CH:8]=[CH:7][C:6]([N:9]2[C:21](=[O:22])[C:12]3=[CH:13][NH:14][C:15]4[CH:16]=[CH:17][CH:18]=[CH:19][C:20]=4[C:11]3=[N:10]2)=[CH:5][CH:4]=1. The reactants are FC=1C=CC=C2C=C(C=NC12)S(=O)(=O)C1=CC=CC=C1 (8-fluoro-3-(phenylsulfonyl)quinoline), C(C1=CC=CC=C1)(=O)O[C@@H](C(=O)O)[C@H](C(=O)O)OC(C1=CC=CC=C1)=O.N1[C@H]2[C@@H](CC1)CN(C2)C(=O)OCC ((3aS,6aS)-ethyl hexahydropyrrolo[3,4-b]pyrrole-5(1H)-carboxylate (2R,3R)-2,3-bis(benzoyloxy)succinate), C(=O)([O-])[O-].[K+].[K+] (K2CO3). Run in CN(C)C=O (DMF), [Na+].[Cl-] (NaCl). Reaction conditions: temperature 100 celsius. Yields the product C1(=CC=CC=C1)S(=O)(=O)C=1C=NC2=C(C=CC=C2C1)N1[C@H]2[C@@H](CC1)CN(C2)C(=O)OCC ((3aS,6aS)-ethyl 1-(3-(phenylsulfonyl)quinolin-8-yl)hexahydropyrrolo[3,4-b]pyrrole-5(1H)-carboxylate). RXN SMILES: F[C:2]1[CH:3]=[CH:4][CH:5]=[C:6]2[C:11]=1[N:10]=[CH:9][C:8]([S:12]([C:15]1[CH:20]=[CH:19][CH:18]=[CH:17][CH:16]=1)(=[O:14])=[O:13])=[CH:7]2.C(O[C@H]([C@@H](OC(=O)C1C=CC=CC=1)C(O)=O)C(O)=O)(=O)C1C=CC=CC=1.[NH:47]1[CH2:51][CH2:50][C@H:49]2[CH2:52][N:53]([C:55]([O:57][CH2:58][CH3:59])=[O:56])[CH2:54][C@@H:48]12.C([O-])([O-])=O.[K+].[K+]>CN(C=O)C.[Na+].[Cl-]>[C:15]1([S:12]([C:8]2[CH:9]=[N:10][C:11]3[C:6]([CH:7]=2)=[CH:5][CH:4]=[CH:3][C:2]=3[N:47]2[CH2:51][CH2:50][C@H:49]3[CH2:52][N:53]([C:55]([O:57][CH2:58][CH3:59])=[O:56])[CH2:54][C@@H:48]23)(=[O:14])=[O:13])[CH:20]=[CH:19][CH:18]=[CH:17][CH:16]=1 |f:1.2,3.4.5,7.8|. Reported procedure: A solution of 8-fluoro-3-(phenylsulfonyl)quinoline (100 mg, 0.348 mmol), (3aS,6aS)-ethyl hexahydropyrrolo[3,4-b]pyrrole-5(1H)-carboxylate (2R,3R)-2,3-bis(benzoyloxy)succinate (944 mg, 1.74 mmol) and K2CO3 (577 mg) in DMF (3 mL) was stirred under nitrogen and heated at 100° C. for 7 h. The cooled mixture was diluted with 10 mL of saturated NaCl and the resultant precipitate collected and dried to give the title compound. Starting materials: ClC(C1=NC2=C(N1)C=CC=C2)(Cl)Cl (2-(Trichloromethyl)-1H-benzimidazole), N1(CCOCC1)C(=O)[C@H]1CN(C[C@H](C1)NCCC)C(=O)OC(C)(C)C (tert-butyl (3R,5S)-3-(morpholin-4-ylcarbonyl)-5-(propylamino)piperidine-1-carboxylate), O (water). Solvent: C([O-])(O)=O.[Na+] (sodium bicarbonate), C1CCOC1 (THF), C(O)([O-])=O.[Na+] (sodium hydrogen carbonate). Run at time 2 hour. Yields the product N1C(=NC2=C1C=CC=C2)C(=O)N([C@@H]2CN(C[C@@H](C2)C(=O)N2CCOCC2)C(=O)OC(C)(C)C)CCC (tert-butyl (3S,5R)-3-[(1H-benzimidazol-2-ylcarbonyl)(propyl)amino]-5-(morpholin-4-ylcarbonyl)piperidine-1-carboxylate). Reaction SMILES: Cl[C:2](Cl)(Cl)[C:3]1[NH:7][C:6]2[CH:8]=[CH:9][CH:10]=[CH:11][C:5]=2[N:4]=1.[N:14]1([C:20]([C@@H:22]2[CH2:27][C@H:26]([NH:28][CH2:29][CH2:30][CH3:31])[CH2:25][N:24]([C:32]([O:34][C:35]([CH3:38])([CH3:37])[CH3:36])=[O:33])[CH2:23]2)=[O:21])[CH2:19][CH2:18][O:17][CH2:16][CH2:15]1.[OH2:39]>C1COCC1.C(=O)(O)[O-].[Na+]>[NH:4]1[C:5]2[CH:11]=[CH:10][CH:9]=[CH:8][C:6]=2[N:7]=[C:3]1[C:2]([N:28]([CH2:29][CH2:30][CH3:31])[C@H:26]1[CH2:27][C@@H:22]([C:20]([N:14]2[CH2:19][CH2:18][O:17][CH2:16][CH2:15]2)=[O:21])[CH2:23][N:24]([C:32]([O:34][C:35]([CH3:37])([CH3:36])[CH3:38])=[O:33])[CH2:25]1)=[O:39] |f:4.5|. Reported procedure: 2-(Trichloromethyl)-1H-benzimidazole (1.09 g) and tert-butyl (3R,5S)-3-(morpholin-4-ylcarbonyl)-5-(propylamino)piperidine-1-carboxylate (1.49 g) were dissolved in THF (120 ml), sodium hydrogen carbonate (3.52 g) and water (60 ml) were added and the mixture was stirred at room temperature for 2 hr. The reaction mixture was diluted with aqueous sodium bicarbonate, and extracted with ethyl acetate. The extract was washed with saturated brine, and dried over anhydrous magnesium sulfate. The solvent ...